The task is: describe an organic reaction: reactants, conditions, products, and yield. This data is from the Open Reaction Database (ORD), a public repository of structured organic reaction records. The reactants are CC(=O)O[BH-](OC(C)=O)OC(C)=O, C=O, COC(=O)C(CNCc1ccc(-c2ccccc2)cc1)NC(=O)c1ccc(-c2ccc(C(F)(F)F)cc2)cc1, [Na+]. Product: COC(=O)C(CN(C)Cc1ccc(-c2ccccc2)cc1)NC(=O)c1ccc(-c2ccc(C(F)(F)F)cc2)cc1. Reaction SMILES: [C:42]([O:43][BH-:44]([O:45][C:46](=[O:47])[CH3:48])[O:49][C:50](=[O:51])[CH3:52])(=[O:53])[CH3:54].[CH2:40]=[O:41].[CH3:1][O:2][C:3]([CH:4]([CH2:5][NH:6][CH2:7][c:8]1[cH:9][cH:10][c:11](-[c:14]2[cH:15][cH:16][cH:17][cH:18][cH:19]2)[cH:12][cH:13]1)[NH:20][C:21](=[O:22])[c:23]1[cH:24][cH:25][c:26](-[c:29]2[cH:30][cH:31][c:32]([C:35]([F:36])([F:37])[F:38])[cH:33][cH:34]2)[cH:27][cH:28]1)=[O:39].[Na+:55]>>[CH3:1][O:2][C:3]([CH:4]([CH2:5][N:6]([CH2:7][c:8]1[cH:9][cH:10][c:11](-[c:14]2[cH:15][cH:16][cH:17][cH:18][cH:19]2)[cH:12][cH:13]1)[CH3:42])[NH:20][C:21](=[O:22])[c:23]1[cH:24][cH:25][c:26](-[c:29]2[cH:30][cH:31][c:32]([C:35]([F:36])([F:37])[F:38])[cH:33][cH:34]2)[cH:27][cH:28]1)=[O:39].